This data is from the Open Reaction Database (ORD), a public repository of structured organic reaction records. The task is: describe an organic reaction: reactants, conditions, products, and yield Starting materials: CCO, O=C(NCc1ccc(F)cc1)c1ccc(S(=O)(=O)n2cc(C3C=COC3)c3ccccc32)cc1. Product: O=C(NCc1ccc(F)cc1)c1ccc(S(=O)(=O)n2cc(C3CCOC3)c3ccccc32)cc1. Reaction SMILES: [CH3:35][CH2:36][OH:37].[O:1]1[CH2:2][CH:3]([c:6]2[cH:7][n:8]([S:15](=[O:16])(=[O:17])[c:18]3[cH:19][cH:20][c:21]([C:22](=[O:23])[NH:24][CH2:25][c:26]4[cH:27][cH:28][c:29]([F:32])[cH:30][cH:31]4)[cH:33][cH:34]3)[c:9]3[cH:10][cH:11][cH:12][cH:13][c:14]23)[CH:4]=[CH:5]1>>[O:1]1[CH2:2][CH:3]([c:6]2[cH:7][n:8]([S:15](=[O:16])(=[O:17])[c:18]3[cH:19][cH:20][c:21]([C:22](=[O:23])[NH:24][CH2:25][c:26]4[cH:27][cH:28][c:29]([F:32])[cH:30][cH:31]4)[cH:33][cH:34]3)[c:9]3[cH:10][cH:11][cH:12][cH:13][c:14]23)[CH2:4][CH2:5]1. The reactants are C(=O)(O)C1=CC=C(C=C1)N1C(C=CC1=O)=O (N-(4-carboxyphenyl)maleimide), S(=O)(Cl)Cl (thionyl chloride). Yields the product ClC(=O)C1=CC=C(C=C1)N1C(C=CC1=O)=O (N-(4-(chlorocarbonyl)phenyl)maleimide). Reaction SMILES: [C:1]([C:4]1[CH:9]=[CH:8][C:7]([N:10]2[C:14](=[O:15])[CH:13]=[CH:12][C:11]2=[O:16])=[CH:6][CH:5]=1)(O)=[O:2].S(Cl)([Cl:19])=O>>[Cl:19][C:1]([C:4]1[CH:9]=[CH:8][C:7]([N:10]2[C:14](=[O:15])[CH:13]=[CH:12][C:11]2=[O:16])=[CH:6][CH:5]=1)=[O:2]. Procedure details: A mixture of one molar equivalent of N-(4-carboxyphenyl)maleimide is reacted with excess thionyl chloride at 50° C. for three hours. The excess thionyl chloride is distilled off, and the residual product recrystallized from benzene to obtain pure N-(4-(chlorocarbonyl)phenyl)maleimide. Starting materials: CCCC[N+](CCCC)(CCCC)CCCC, CC(C)CCC(C)c1ccccc1N, CCCCCC, COC(C)(C)C, FC(F)(F)C(F)(I)C(F)(F)F, [Na+], [Na+], [Na+], O, O=C([O-])O, O=S([O-])S(=O)[O-], O=S(=O)([O-])O. Yields the product CC(C)CCC(C)c1cc(C(F)(C(F)(F)F)C(F)(F)F)ccc1N. RXN SMILES: [CH2:44]([N+:45]([CH2:46][CH2:47][CH2:48][CH3:49])([CH2:50][CH2:51][CH2:52][CH3:53])[CH2:54][CH2:55][CH2:56][CH3:57])[CH2:58][CH2:59][CH3:60].[CH3:1][CH:2]([CH2:3][CH2:4][CH:5]([CH3:6])[CH3:7])[c:8]1[c:9]([NH2:10])[cH:11][cH:12][cH:13][cH:14]1.[CH3:61][CH2:62][CH2:63][CH2:64][CH2:65][CH3:66].[CH3:68][O:69][C:70]([CH3:71])([CH3:72])[CH3:73].[F:15][C:16]([C:17]([F:18])([F:19])[F:20])([C:21]([F:22])([F:23])[F:24])[I:25].[Na+:26].[Na+:37].[Na+:38].[OH2:67].[OH:27][C:28](=[O:29])[O-:30].[S:31]([S:32]([O-:33])=[O:34])([O-:35])=[O:36].[S:39]([O-:40])([OH:41])(=[O:42])=[O:43]>>[CH3:1][CH:2]([CH2:3][CH2:4][CH:5]([CH3:6])[CH3:7])[c:8]1[c:9]([NH2:10])[cH:11][cH:12][c:13]([C:16]([F:15])([C:17]([F:18])([F:19])[F:20])[C:21]([F:22])([F:23])[F:24])[cH:14]1. Starting materials: O=C1NC(=O)c2ccccc21, CN(C)C=O, CC1CN(Cc2ccccc2Cl)CC(CCl)O1, [K]. The product is CC1CN(Cc2ccccc2Cl)CC(CN2C(=O)c3ccccc3C2=O)O1. Reaction SMILES: [C:19]1(=[O:29])[c:20]2[c:21]([cH:25][cH:26][cH:27][cH:28]2)[C:22](=[O:24])[NH:23]1.[CH3:30][N:31]([CH3:32])[CH:33]=[O:34].[Cl:1][c:2]1[c:3]([CH2:4][N:5]2[CH2:6][CH:7]([CH2:12][Cl:13])[O:8][CH:9]([CH3:11])[CH2:10]2)[cH:14][cH:15][cH:16][cH:17]1.[K:18]>>[Cl:1][c:2]1[c:3]([CH2:4][N:5]2[CH2:6][CH:7]([CH2:12][N:23]3[C:19](=[O:29])[c:20]4[c:21]([cH:25][cH:26][cH:27][cH:28]4)[C:22]3=[O:24])[O:8][CH:9]([CH3:11])[CH2:10]2)[cH:14][cH:15][cH:16][cH:17]1. The reactants are CCO, CCOC(=O)c1c[nH]c(=O)cc1Nc1ccc(I)cc1F, [Na+], [OH-]. Product: O=C(O)c1c[nH]c(=O)cc1Nc1ccc(I)cc1F. As a reaction SMILES: [CH3:24][CH2:25][OH:26].[F:1][c:2]1[c:3]([NH:4][c:5]2[c:6]([C:12](=[O:13])[O:14][CH2:15][CH3:16])[cH:7][nH:8][c:9](=[O:11])[cH:10]2)[cH:17][cH:18][c:19]([I:21])[cH:20]1.[Na+:23].[OH-:22]>>[F:1][c:2]1[c:3]([NH:4][c:5]2[c:6]([C:12](=[O:13])[OH:14])[cH:7][nH:8][c:9](=[O:11])[cH:10]2)[cH:17][cH:18][c:19]([I:21])[cH:20]1. Reactants: N(=NC(=O)[O-])C(=O)OCC (ethyl azodicarboxylate), N1=CC=C(C=C1)C=1N=NC(C1C)=O (3-(4-pyridyl)-4-methyl-5-pyrazolone), C1(=CC=CC=C1)P(C1=CC=CC=C1)C1=CC=CC=C1 (triphenylphosphine), CO (methanol). Solvent: O1CCCC1 (tetrahydrofuran), O1CCCC1 (tetrahydrofuran). Reaction conditions: temperature 2 celsius. The product is N1=CC=C(C=C1)C1=NNC(=C1C)OC (3-(4-pyridyl)-4-methyl-5-methoxy-pyrazole). As a reaction SMILES: [N:1]1[CH:6]=[CH:5][C:4]([C:7]2[N:8]=[N:9][C:10](=[O:13])[C:11]=2[CH3:12])=[CH:3][CH:2]=1.[C:14]1(P(C2C=CC=CC=2)C2C=CC=CC=2)C=CC=CC=1.CO.N(C(OCC)=O)=NC([O-])=O>O1CCCC1>[N:1]1[CH:2]=[CH:3][C:4]([C:7]2[C:11]([CH3:12])=[C:10]([O:13][CH3:14])[NH:9][N:8]=2)=[CH:5][CH:6]=1. Procedure: 1.5 mg of 3-(4-pyridyl)-4-methyl-5-pyrazolone, 2.3 g of triphenylphosphine and 0.27 g of methanol were placed in 30 ml of tetrahydrofuran. The mixture was cooled on an ice bath to 2° C. and 1.6 g of ethyl azodicarboxylate dissolved in 9 ml of tetrahydrofuran was added dropwise.